Dataset: the Open Reaction Database (ORD), a public repository of structured organic reaction records. Task: describe an organic reaction: reactants, conditions, products, and yield As a reaction SMILES: [C:32]([O-:33])(=[O:34])[O-:35].[C:38](=[O:39])([O-:40])[OH:41].[CH3:43][S:44](=[O:45])[CH3:46].[K+:36].[K+:37].[K+:42].[N+:1](=[O:2])([O-:3])[c:4]1[c:5]([F:31])[c:6]([F:30])[c:7]([O:8][c:9]2[cH:10][c:11]([O:18][CH2:19][c:20]3[cH:21][cH:22][cH:23][cH:24][cH:25]3)[c:12]([N+:15](=[O:16])[O-:17])[cH:13][cH:14]2)[c:26]([F:29])[c:27]1[F:28].[OH2:47]>>[N+:1](=[O:2])([O-:3])[c:4]1[c:5]([OH:33])[c:6]([F:30])[c:7]([O:8][c:9]2[cH:10][c:11]([O:18][CH2:19][c:20]3[cH:21][cH:22][cH:23][cH:24][cH:25]3)[c:12]([N+:15](=[O:16])[O-:17])[cH:13][cH:14]2)[c:26]([F:29])[c:27]1[F:28]. Reactants: O=C([O-])[O-], O=C([O-])O, CS(C)=O, [K+], [K+], [K+], O=[N+]([O-])c1ccc(Oc2c(F)c(F)c([N+](=O)[O-])c(F)c2F)cc1OCc1ccccc1, O. The product is O=[N+]([O-])c1ccc(Oc2c(F)c(O)c([N+](=O)[O-])c(F)c2F)cc1OCc1ccccc1.